Dataset: the Open Reaction Database (ORD), a public repository of structured organic reaction records. Task: describe an organic reaction: reactants, conditions, products, and yield The reactants are Br, C1COCCO1, [Cu]Br, O=N[O-], N#Cc1ccc(F)cc1-c1cc(N)ccc1F, [Na+], O. Product: N#Cc1ccc(F)cc1-c1cc(Br)ccc1F. Reaction SMILES: [BrH:22].[CH2:23]1[O:24][CH2:25][CH2:26][O:27][CH2:28]1.[Cu:30][Br:31].[N:18]([O-:19])=[O:20].[NH2:1][c:2]1[cH:3][cH:4][c:5]([F:17])[c:6](-[c:8]2[c:9]([C:15]#[N:16])[cH:10][cH:11][c:12]([F:14])[cH:13]2)[cH:7]1.[Na+:21].[OH2:29]>>[c:2]1([Br:22])[cH:3][cH:4][c:5]([F:17])[c:6](-[c:8]2[c:9]([C:15]#[N:16])[cH:10][cH:11][c:12]([F:14])[cH:13]2)[cH:7]1.